From a dataset of the Open Reaction Database (ORD), a public repository of structured organic reaction records. describe an organic reaction: reactants, conditions, products, and yield Starting materials: ClC1=CC=C(C=C1)C(=O)N([C@H]1[C@@H](CN(CC1)S(=O)(=O)C1CCN(CC1)C(=O)OCC1=CC=CC=C1)C1=CC(=C(C=C1)Cl)Cl)C (benzyl 4-{[(3R,4R)-4-{[(4-chlorophenyl)carbonyl](methyl)amino}-3-(3,4-dichlorophenyl)piperidin-1-yl]sulfonyl}piperidine-1-carboxylate), Cl (hydrochloric acid), [OH-].[Na+] (sodium hydroxide). Run in C1CCOC1 (THF). Yields the product ClC1=CC=C(C(=O)N(C)[C@H]2[C@@H](CN(CC2)S(=O)(=O)C2CCNCC2)C2=CC(=C(C=C2)Cl)Cl)C=C1 (4-chloro-N-[(3R,4R)-3-(3,4-dichlorophenyl)-1-(piperidin-4-ylsulfonyl)piperidin-4-yl]-N-methylbenzamide). RXN SMILES: [Cl:1][C:2]1[CH:7]=[CH:6][C:5]([C:8]([N:10]([CH3:44])[C@@H:11]2[CH2:16][CH2:15][N:14]([S:17]([CH:20]3[CH2:25][CH2:24][N:23](C(OCC4C=CC=CC=4)=O)[CH2:22][CH2:21]3)(=[O:19])=[O:18])[CH2:13][C@H:12]2[C:36]2[CH:41]=[CH:40][C:39]([Cl:42])=[C:38]([Cl:43])[CH:37]=2)=[O:9])=[CH:4][CH:3]=1.Cl.[OH-].[Na+]>C1COCC1>[Cl:1][C:2]1[CH:3]=[CH:4][C:5]([C:8]([N:10]([C@@H:11]2[CH2:16][CH2:15][N:14]([S:17]([CH:20]3[CH2:25][CH2:24][NH:23][CH2:22][CH2:21]3)(=[O:18])=[O:19])[CH2:13][C@H:12]2[C:36]2[CH:41]=[CH:40][C:39]([Cl:42])=[C:38]([Cl:43])[CH:37]=2)[CH3:44])=[O:9])=[CH:6][CH:7]=1 |f:2.3|. Procedure: A solution of the compound obtained in Example 496 (250 mg) and 6N hydrochloric acid (4 mL) in THF (4 mL) was stirred at 80° C. for 14 hr. The reaction mixture was made basic with 8N aqueous sodium hydroxide solution, and the resultant product was extracted with ethyl acetate. The organic layer was dried, and the solvent was evaporated under reduced pressure to give crude 4-chloro-N-[(3R,4R)-3-(3,4-dichlorophenyl)-1-(piperidin-4-ylsulfonyl)piperidin-4-yl]-N-methylbenzamide as a colorless oil. Reactants: c1ccc(C2CO2)cc1, COc1ccc(CCN)cc1OC, C1CCOC1. The product is COc1ccc(CCNCC(O)c2ccccc2)cc1OC. RXN SMILES: [CH2:14]1[O:15][CH:16]1[c:17]1[cH:18][cH:19][cH:20][cH:21][cH:22]1.[CH3:1][O:2][c:3]1[cH:4][cH:5][c:6]([CH2:7][CH2:8][NH2:9])[cH:10][c:11]1[O:12][CH3:13].[O:23]1[CH2:24][CH2:25][CH2:26][CH2:27]1>>[CH3:1][O:2][c:3]1[cH:4][cH:5][c:6]([CH2:7][CH2:8][NH:9][CH2:14][CH:16]([OH:15])[c:17]2[cH:18][cH:19][cH:20][cH:21][cH:22]2)[cH:10][c:11]1[O:12][CH3:13]. Starting materials: C(#N)C=1C=C(OC(C(=O)OCC)CCC)C=CC1 (ethyl 2-(3-cyanophenoxy)pentanoate), [OH-].[Li+] (lithium hydroxide). Run in CO (methanol), O (water). Conditions: time 18 hour. Yields the product C(#N)C=1C=C(OC(C(=O)O)CCC)C=CC1 (2-(3-Cyanophenoxy)pentanoic acid). RXN SMILES: [C:1]([C:3]1[CH:4]=[C:5]([CH:16]=[CH:17][CH:18]=1)[O:6][CH:7]([CH2:13][CH2:14][CH3:15])[C:8]([O:10]CC)=[O:9])#[N:2].[OH-].[Li+]>CO.O>[C:1]([C:3]1[CH:4]=[C:5]([CH:16]=[CH:17][CH:18]=1)[O:6][CH:7]([CH2:13][CH2:14][CH3:15])[C:8]([OH:10])=[O:9])#[N:2] |f:1.2|. Procedure details: A solution of 9.00 g (36.5 mmol) of ethyl 2-(3-cyanophenoxy)pentanoate in 10 ml of methanol is treated with a solution of 1.29 g (54.0 mmol) of lithium hydroxide in 10 ml of water and the mixture is stirred at room temperature for 18 hours. The reaction mixture is concentrated in vacuo, extracted with ethyl acetate, and the aqueous phase is acidified and extracted with ethyl acetate. The organic phase is dried over sodium sulfate and evaporated. A colourless solid is obtained; FAB 220 The reactants are [H-].[Na+] (Sodium hydride), C(N)(=O)C=1C=NC=CC1C1=C(C=C(OC[C@H](CC(C)C)NC(OC(C)(C)C)=O)C=C1)F ((S)-tert-butyl (1-(4-(3-carbamoylpyridin-4-yl)-3-fluorophenoxy)-4-methylpentan-2-yl)carbamate). Run in C1CCOC1 (THF), O1CCCC1 (tetrahydrofuran). Conditions: temperature 0 celsius, time 2 hour. Product: CC(C[C@@H](COC=1C=CC2=C(NC(C3=CN=CC=C23)=O)C1)NC(OC(C)(C)C)=O)C ((S)-tert-butyl (4-methyl-1-((5-oxo-5,6-dihydrobenzo[c][2,7]naphthyridin-8-yl)oxy)pentan-2-yl)carbamate). The yield is 83.6%. As a reaction SMILES: [H-].[Na+].[C:3]([C:6]1[CH:7]=[N:8][CH:9]=[CH:10][C:11]=1[C:12]1[CH:32]=[CH:31][C:15]([O:16][CH2:17][C@@H:18]([NH:23][C:24](=[O:30])[O:25][C:26]([CH3:29])([CH3:28])[CH3:27])[CH2:19][CH:20]([CH3:22])[CH3:21])=[CH:14][C:13]=1F)(=[O:5])[NH2:4]>O1CCCC1>[CH3:21][CH:20]([CH3:22])[CH2:19][C@H:18]([NH:23][C:24](=[O:30])[O:25][C:26]([CH3:29])([CH3:28])[CH3:27])[CH2:17][O:16][C:15]1[CH:14]=[CH:13][C:12]2[C:11]3[C:6](=[CH:7][N:8]=[CH:9][CH:10]=3)[C:3](=[O:5])[NH:4][C:32]=2[CH:31]=1 |f:0.1|. Procedure details: Sodium hydride (5.56 mg, 0.232 mmol, 60% in mineral oil) was taken in tetrahydrofuran (1 mL) and cooled to 0° C. The suspension was treated with (S)-tert-butyl (1-(4-(3-carbamoylpyridin-4-yl)-3-fluorophenoxy)-4-methylpentan-2-yl)carbamate (50 mg, 0.116 mmol) in THF (1 mL) dropwise and the temperature was maintained at 0° C. for 30 min. The reaction mixture was then allowed to warm to room temperature and stirred for 2 h. The reaction was quenched with ice and extracted with ethyl acetate (3×5 mL... Starting materials: NC1=CC=C(C=C1)C(CN1C(=NC(C1=O)(CCC)C1=CC=CC=C1)C)=O ((+/−)-3-[2-(4-amino-phenyl)-2-oxo-ethyl]-2-methyl-5-phenyl-5-propyl-3,5-dihydro-imidazol-4-one), N(=C=O)C=1C(=NOC1C)C (4-isocyanato-3,5-dimethyl-isoxazole). The solvent is ClCCl (dichloromethane). Reaction conditions: time 18 hour. The product is CC1=NOC(=C1NC(=O)NC1=CC=C(C=C1)C(CN1C(=NC(C1=O)(CCC)C1=CC=CC=C1)C)=O)C ((+/−)-1-(3,5-dimethyl-isoxazol-4-yl)-3-{4-[2-(2-methyl-5-oxo-4-phenyl-4-propyl-4,5-dihydro-imidazol-1-yl)-acetyl]-phenyl}-urea). The yield is 35.3%. As a reaction SMILES: [NH2:1][C:2]1[CH:7]=[CH:6][C:5]([C:8](=[O:26])[CH2:9][N:10]2[C:14](=[O:15])[C:13]([C:19]3[CH:24]=[CH:23][CH:22]=[CH:21][CH:20]=3)([CH2:16][CH2:17][CH3:18])[N:12]=[C:11]2[CH3:25])=[CH:4][CH:3]=1.[N:27]([C:30]1[C:31]([CH3:36])=[N:32][O:33][C:34]=1[CH3:35])=[C:28]=[O:29]>ClCCl>[CH3:36][C:31]1[C:30]([NH:27][C:28]([NH:1][C:2]2[CH:3]=[CH:4][C:5]([C:8](=[O:26])[CH2:9][N:10]3[C:14](=[O:15])[C:13]([C:19]4[CH:24]=[CH:23][CH:22]=[CH:21][CH:20]=4)([CH2:16][CH2:17][CH3:18])[N:12]=[C:11]3[CH3:25])=[CH:6][CH:7]=2)=[O:29])=[C:34]([CH3:35])[O:33][N:32]=1. Procedure: A mixture of (+/−)-3-[2-(4-amino-phenyl)-2-oxo-ethyl]-2-methyl-5-phenyl-5-propyl-3,5-dihydro-imidazol-4-one (88 mg, 0.25 mmol) and 4-isocyanato-3,5-dimethyl-isoxazole (35 mg, 0.25 mmol) in 3 mL dichloromethane is stirred at room temperature for 18 hours. Subsequently the solvent is evaporated and the residue is dissolved in acetonitrile, the solution filtrated and subjected to preparative HPLC purification (method 3) to yield (+/−)-1-(3,5-dimethyl-isoxazol-4-yl)-3-{4-[2-(2-methyl-5-oxo-4-phenyl-...